From a dataset of the Open Reaction Database (ORD), a public repository of structured organic reaction records. describe an organic reaction: reactants, conditions, products, and yield Reactants: IC=1C=C(C=CC1C)NC(C1=CN=C(C=C1)N1CCNCC1)=O (N-(3-iodo-4-methyl-phenyl)-6-piperazin-1-yl-nicotinamide), C(C)N=C=O (ethyl isocyanate), C(C)OC(CCNC(=O)N1CCN(CC1)C1=NC=C(C=C1)C(NC1=CC(=C(C=C1)C)I)=O)=O (3-({4-[5-(3-iodo-4-methyl-phenylcarbamoyl)-pyridin-2-yl]-piperazine-1-carbonyl}-amino)-propionic acid ethylester). The product is C(C)(C)(C)NC(=O)N1CCN(CC1)C1=NC=C(C=C1)C(NC1=CC(=C(C=C1)C)I)=O (4-[5-(3-Iodo-4-methyl-phenylcarbamoyl)-pyridin-2-yl]-piperazine-1-carboxylic acid tert-butylamide). Reaction SMILES: [I:1][C:2]1[CH:3]=[C:4]([NH:9][C:10](=[O:23])[C:11]2[CH:16]=[CH:15][C:14]([N:17]3[CH2:22][CH2:21][NH:20][CH2:19][CH2:18]3)=[N:13][CH:12]=2)[CH:5]=[CH:6][C:7]=1[CH3:8].[CH2:24](N=C=O)C.C(OC(=O)CCNC(N1CCN(C2C=CC([C:50](=[O:60])[NH:51][C:52]3[CH:57]=CC(C)=C(I)[CH:53]=3)=CN=2)CC1)=O)C>>[C:52]([NH:51][C:50]([N:20]1[CH2:19][CH2:18][N:17]([C:14]2[CH:15]=[CH:16][C:11]([C:10](=[O:23])[NH:9][C:4]3[CH:5]=[CH:6][C:7]([CH3:8])=[C:2]([I:1])[CH:3]=3)=[CH:12][N:13]=2)[CH2:22][CH2:21]1)=[O:60])([CH3:24])([CH3:57])[CH3:53]. Procedure details: 4-[5-(3-Iodo-4-methyl-phenylcarbamoyl)-pyridin-2-yl]-piperazine-1-carboxylic acid tert-butylamide was synthesized from N-(3-iodo-4-methyl-phenyl)-6-piperazin-1-yl-nicotinamide and ethyl isocyanate in a manner similar to the one described in the synthesis of 3-({4-[5-(3-iodo-4-methyl-phenylcarbamoyl)-pyridin-2-yl]-piperazine-1-carbonyl}-amino)-propionic acid ethylester above. LCMS calcd for C20H24IN5O2 (m/e) 493, obsd 494 (M+H). As a reaction SMILES: [CH2:1]([O:19][C:20]1[CH:21]=[C:22]([CH:25]=[C:26]([O:47][CH2:48][CH2:49][CH2:50][CH2:51][CH2:52][CH2:53][CH2:54][CH2:55][CH2:56][CH2:57][CH2:58][CH2:59][CH2:60][CH2:61][CH2:62][CH2:63][CH2:64][CH3:65])[C:27]=1[O:28][CH2:29][CH2:30][CH2:31][CH2:32][CH2:33][CH2:34][CH2:35][CH2:36][CH2:37][CH2:38][CH2:39][CH2:40][CH2:41][CH2:42][CH2:43][CH2:44][CH2:45][CH3:46])[CH2:23]O)[CH2:2][CH2:3][CH2:4][CH2:5][CH2:6][CH2:7][CH2:8][CH2:9][CH2:10][CH2:11][CH2:12][CH2:13][CH2:14][CH2:15][CH2:16][CH2:17][CH3:18].S(Cl)([Cl:68])=O>C(Cl)(Cl)Cl>[CH2:1]([O:19][C:20]1[CH:21]=[C:22]([CH:25]=[C:26]([O:47][CH2:48][CH2:49][CH2:50][CH2:51][CH2:52][CH2:53][CH2:54][CH2:55][CH2:56][CH2:57][CH2:58][CH2:59][CH2:60][CH2:61][CH2:62][CH2:63][CH2:64][CH3:65])[C:27]=1[O:28][CH2:29][CH2:30][CH2:31][CH2:32][CH2:33][CH2:34][CH2:35][CH2:36][CH2:37][CH2:38][CH2:39][CH2:40][CH2:41][CH2:42][CH2:43][CH2:44][CH2:45][CH3:46])[CH2:23][Cl:68])[CH2:2][CH2:3][CH2:4][CH2:5][CH2:6][CH2:7][CH2:8][CH2:9][CH2:10][CH2:11][CH2:12][CH2:13][CH2:14][CH2:15][CH2:16][CH2:17][CH3:18]. Run at time 1.5 hour. Run in C(Cl)(Cl)Cl (chloroform). The reactants are C(CCCCCCCCCCCCCCCCC)OC=1C=C(CO)C=C(C1OCCCCCCCCCCCCCCCCCC)OCCCCCCCCCCCCCCCCCC (3,4,5-Tris(octadecyloxy)benzyl alcohol), S(=O)(Cl)Cl (thionyl chloride). The product is C(CCCCCCCCCCCCCCCCC)OC=1C=C(CCl)C=C(C1OCCCCCCCCCCCCCCCCCC)OCCCCCCCCCCCCCCCCCC (3,4,5-tri(octadecyloxy)benzylchloride). Isolated yield 110.6%. Procedure: 3,4,5-Tris(octadecyloxy)benzyl alcohol (83.0 g, 90.8 mmol) was dissolved in chloroform (830 ml), thionyl chloride (21.6 g, 0.182 mol) was added at 0° C., and the mixture was stirred at room temperature for 1.5 hr. The solvent was evaporated, and the residue was precipitated with acetonitrile (800 ml) to give 3,4,5-tri(octadecyloxy)benzylchloride (93.6 g) as wet crystals. The reactants are CCCC(Oc1ccc(C(=O)c2cc(CCCC(=O)OCC)n3ccccc23)cc1)c1ccc(CC(C)C)cc1, C1COCCO1, CCOC(C)=O, CCO, Cl, [Na+], [OH-]. Yields the product CCCC(Oc1ccc(C(=O)c2cc(CCCC(=O)O)n3ccccc23)cc1)c1ccc(CC(C)C)cc1. RXN SMILES: [CH2:1]([CH:2]([CH3:3])[CH3:4])[c:5]1[cH:6][cH:7][c:8]([CH:11]([CH2:12][CH2:13][CH3:14])[O:15][c:16]2[cH:17][cH:18][c:19]([C:20](=[O:21])[c:22]3[cH:23][c:24]([CH2:31][CH2:32][CH2:33][C:34](=[O:35])[O:36][CH2:37][CH3:38])[n:25]4[cH:26][cH:27][cH:28][cH:29][c:30]34)[cH:39][cH:40]2)[cH:9][cH:10]1.[CH2:53]1[O:54][CH2:55][CH2:56][O:57][CH2:58]1.[CH3:43][CH2:44][O:45][C:46](=[O:47])[CH3:48].[CH3:50][CH2:51][OH:52].[ClH:49].[Na+:42].[OH-:41]>>[CH2:1]([CH:2]([CH3:3])[CH3:4])[c:5]1[cH:6][cH:7][c:8]([CH:11]([CH2:12][CH2:13][CH3:14])[O:15][c:16]2[cH:17][cH:18][c:19]([C:20](=[O:21])[c:22]3[cH:23][c:24]([CH2:31][CH2:32][CH2:33][C:34](=[O:35])[OH:36])[n:25]4[cH:26][cH:27][cH:28][cH:29][c:30]34)[cH:39][cH:40]2)[cH:9][cH:10]1. The reactants are [Li]CCCC, C1CCOC1, COc1cccc(OC)n1, Cl, OCC1CCC2CNCCN2C1. Yields the product COc1cccc(N2CCN3CC(CO)CCC3C2)n1. Reaction SMILES: [CH2:13]([Li:14])[CH2:15][CH2:16][CH3:17].[CH2:29]1[O:30][CH2:31][CH2:32][CH2:33]1.[CH3:18][O:19][c:20]1[n:21][c:22]([O:26][CH3:27])[cH:23][cH:24][cH:25]1.[ClH:28].[OH:1][CH2:2][CH:3]1[CH2:4][CH2:5][CH:6]2[N:7]([CH2:8][CH2:9][NH:10][CH2:11]2)[CH2:12]1>>[OH:1][CH2:2][CH:3]1[CH2:4][CH2:5][CH:6]2[N:7]([CH2:8][CH2:9][N:10]([c:22]3[n:21][c:20]([O:19][CH3:18])[cH:25][cH:24][cH:23]3)[CH2:11]2)[CH2:12]1. The reactants are C(=O)C1=CN=C(S1)N[C@H](C(=O)OC(C)(C)C)C(C)C ((S)-tert-Butyl 2-(5-formylthiazol-2-ylamino)-3-methylbutanoate), C(=O)(C(F)(F)F)O (TFA), C(=O)(C(F)(F)F)O (TFA). Run in C(Cl)Cl (CH2Cl2). Product: C(=O)C1=CN=C(S1)N[C@H](C(=O)O)C(C)C ((S)-2-(5-Formylthiazol-2-ylamino)-3-methylbutanoic acid). Yield: 200.1%. As a reaction SMILES: [CH:1]([C:3]1[S:7][C:6]([NH:8][C@@H:9]([CH:17]([CH3:19])[CH3:18])[C:10]([O:12]C(C)(C)C)=[O:11])=[N:5][CH:4]=1)=[O:2].C(O)(C(F)(F)F)=O>C(Cl)Cl>[CH:1]([C:3]1[S:7][C:6]([NH:8][C@@H:9]([CH:17]([CH3:19])[CH3:18])[C:10]([OH:12])=[O:11])=[N:5][CH:4]=1)=[O:2]. Procedure details: Following the procedure described in Example 3, except using the material from Example 19 (2.99 g, 10.51 mmol), CH2Cl2 (200 mL) and TFA (51 mL, 662 mmol), 4.8 g (quantitative yield) of the title compound is obtained as a tan syrup as a bis TFA salt. LC/MS (Condition A): ret. T=2.33 min, (M+H)+ 229.04. Procedure details: 10.7 g (36.3 mmols) 1-(4-chlorobenzyl)-1,2-epoxy-3,3-dimethyl-2-methoxycarbonylcyclopentane prepared as described in (g) were dissolved in diethyl ether and the resulting solution was then added to a slurry of 1.5 g (36.6 mmols) lithium aluminium hydride in 50 ml diethyl ether at a rate such that reflux of the reaction mixture was maintained. Heating was continued for 5 minutes after the last addition of 1-(4-chlorobenzyl)-1,2-epoxy-3,3-dimethyl-2-methoxycarbonylcyclopentane solution. 1.25 ml wa... The product is ClC1=CC=C(CC23C(C(CC2)(C)C)(CO)O3)C=C1 (1-(4-chlorobenzyl)-1,2-epoxy-3,3-dimethyl-2-hydroxymethylcyclopentane). RXN SMILES: [Cl:1][C:2]1[CH:20]=[CH:19][C:5]([CH2:6][C:7]23[O:18][C:8]2([C:14](OC)=[O:15])[C:9]([CH3:13])([CH3:12])[CH2:10][CH2:11]3)=[CH:4][CH:3]=1.[H-].[Al+3].[Li+].[H-].[H-].[H-].O.[OH-].[Na+]>C(OCC)C>[Cl:1][C:2]1[CH:20]=[CH:19][C:5]([CH2:6][C:7]23[O:18][C:8]2([CH2:14][OH:15])[C:9]([CH3:13])([CH3:12])[CH2:10][CH2:11]3)=[CH:4][CH:3]=1 |f:1.2.3.4.5.6,8.9|. Reactants: ClC1=CC=C(CC23C(C(CC2)(C)C)(C(=O)OC)O3)C=C1 (1-(4-chlorobenzyl)-1,2-epoxy-3,3-dimethyl-2-methoxycarbonylcyclopentane), ClC1=CC=C(CC23C(C(CC2)(C)C)(C(=O)OC)O3)C=C1 (1-(4-chlorobenzyl)-1,2-epoxy-3,3-dimethyl-2-methoxycarbonylcyclopentane), O (water), O (water), ClC1=CC=C(CC23C(C(CC2)(C)C)(C(=O)OC)O3)C=C1 (1-(4-chlorobenzyl)-1,2-epoxy-3,3-dimethyl-2-methoxycarbonylcyclopentane), [H-].[Al+3].[Li+].[H-].[H-].[H-] (lithium aluminium hydride), [OH-].[Na+] (sodium hydroxide). Run at time 5 minute. Solvent: C(C)OCC (diethyl ether), C(C)OCC (diethyl ether). Isolated yield 99.1%. Starting materials: CC=1C(=CC2=C(OCO2)C1)C(CC)O (1-(6-methyl-1,3-benzodioxol-5-yl)-1-propanol), SCC(=O)O (mercaptoacetic acid), O (water). Reagents/catalysts: C1(=CC=C(C=C1)S(=O)(=O)O)C (p-toluenesulfonic acid). Solvent: C1=CC=CC=C1 (benzene). Yields the product CC=1C(=CC2=C(OCO2)C1)C(CC)SCC(=O)O ([{1-(6-Methyl-1,3-benzodioxol-5-yl)-1-propyl}thio]acetic acid). Isolated yield 90.2%. Reaction SMILES: [CH3:1][C:2]1[C:3]([CH:11](O)[CH2:12][CH3:13])=[CH:4][C:5]2[O:9][CH2:8][O:7][C:6]=2[CH:10]=1.[SH:15][CH2:16][C:17]([OH:19])=[O:18].O>C1C=CC=CC=1.C1(C)C=CC(S(O)(=O)=O)=CC=1>[CH3:1][C:2]1[C:3]([CH:11]([S:15][CH2:16][C:17]([OH:19])=[O:18])[CH2:12][CH3:13])=[CH:4][C:5]2[O:9][CH2:8][O:7][C:6]=2[CH:10]=1. Procedure details: 2.27 g of 1-(6-methyl-1,3-benzodioxol-5-yl)-1-propanol, 0.1 g of p-toluenesulfonic acid and 1.52 g of mercaptoacetic acid were dissolved in 80 ml of benzene. The solution was heated under reflux for 12 h while water was removed. The reaction mixture was poured into water. The aqueous layer was made alkaline and washed with ether. The aqueous layer was then acidified and extracted with chloroform. The extract was washed with water, dried over magnesium sulfate and concentrated under reduced press... The reactants are C1(=CC=CC=C1)CC1CCC=CC(N1)=O (1,5,6,7-tetrahydro-7-(phenylmethyl)-2H-azepin-2-one), F[B-](F)(F)F.C[O+](C)C (trimethyloxonium tetrafluoroborate). Solvent: C(Cl)Cl (CH2Cl2). The product is COC=1C=CCCC(N1)CC1=CC=CC=C1 (3,4-dihydro-7-methoxy-2-(phenylmethyl)-2H-azepine). Reaction SMILES: [C:1]1([CH2:7][CH:8]2[NH:14][C:13](=[O:15])[CH:12]=[CH:11][CH2:10][CH2:9]2)[CH:6]=[CH:5][CH:4]=[CH:3][CH:2]=1.F[B-](F)(F)F.[CH3:21][O+](C)C>C(Cl)Cl>[CH3:21][O:15][C:13]1[CH:12]=[CH:11][CH2:10][CH2:9][CH:8]([CH2:7][C:1]2[CH:2]=[CH:3][CH:4]=[CH:5][CH:6]=2)[N:14]=1 |f:1.2|. Reported procedure: The product of Example 187 is reacted with one equivalent of trimethyloxonium tetrafluoroborate in CH2Cl2 by the method of Example 3 to produce the title material. Procedure details: Method F2 was used with 8-(4-aminonaphthalen-1-yloxy)-2-(trifluoromethyl)pyrido[2,3-b]pyrazin-3(4H)-one and 1-fluoro-2-isocyanato-4-(trifluoromethyl)benzene to afford the title compound as a slightly yellow solid (31 mg, 45%). Isolated yield 45.0%. As a reaction SMILES: [NH2:1][C:2]1[C:11]2[C:6](=[CH:7][CH:8]=[CH:9][CH:10]=2)[C:5]([O:12][C:13]2[C:22]3[N:21]=[C:20]([C:23]([F:26])([F:25])[F:24])[C:19](=[O:27])[NH:18][C:17]=3[N:16]=[CH:15][CH:14]=2)=[CH:4][CH:3]=1.[F:28][C:29]1[CH:34]=[CH:33][C:32]([C:35]([F:38])([F:37])[F:36])=[CH:31][C:30]=1[N:39]=[C:40]=[O:41]>>[F:28][C:29]1[CH:34]=[CH:33][C:32]([C:35]([F:38])([F:37])[F:36])=[CH:31][C:30]=1[NH:39][C:40]([NH:1][C:2]1[C:11]2[C:6](=[CH:7][CH:8]=[CH:9][CH:10]=2)[C:5]([O:12][C:13]2[C:22]3[N:21]=[C:20]([C:23]([F:26])([F:25])[F:24])[C:19](=[O:27])[NH:18][C:17]=3[N:16]=[CH:15][CH:14]=2)=[CH:4][CH:3]=1)=[O:41]. Yields the product FC1=C(C=C(C=C1)C(F)(F)F)NC(=O)NC1=CC=C(C2=CC=CC=C12)OC1=CC=NC=2NC(C(=NC21)C(F)(F)F)=O (1-(2-fluoro-5-(trifluoromethyl)phenyl)-3-(4-(3-oxo-2-(trifluoromethyl)-3,4-dihydropyrido[2,3-b]pyrazin-8-yloxy)naphthalen-1-yl)urea), solid. The reactants are NC1=CC=C(C2=CC=CC=C12)OC1=CC=NC=2NC(C(=NC21)C(F)(F)F)=O (8-(4-aminonaphthalen-1-yloxy)-2-(trifluoromethyl)pyrido[2,3-b]pyrazin-3(4H)-one), FC1=C(C=C(C=C1)C(F)(F)F)N=C=O (1-fluoro-2-isocyanato-4-(trifluoromethyl)benzene).